Dataset: the Open Reaction Database (ORD), a public repository of structured organic reaction records. Task: describe an organic reaction: reactants, conditions, products, and yield The reactants are COC(=O)C(SC)c1cccc(C2(c3ccccc3)OCCO2)c1, CI, CS(C)=O, [Cl-], [H-], [H][H], [NH4+], [Na+], O. Product: COC(=O)C(C)(SC)c1cccc(C2(c3ccccc3)OCCO2)c1. As a reaction SMILES: [CH3:1][S:2][CH:3]([C:4](=[O:5])[O:6][CH3:7])[c:8]1[cH:9][c:10]([C:14]2([c:19]3[cH:20][cH:21][cH:22][cH:23][cH:24]3)[O:15][CH2:16][CH2:17][O:18]2)[cH:11][cH:12][cH:13]1.[CH3:29][I:30].[CH3:33][S:34](=[O:35])[CH3:36].[Cl-:31].[H-:25].[H:27][H:28].[NH4+:32].[Na+:26].[OH2:37]>>[CH3:1][S:2][C:3]([C:4](=[O:5])[O:6][CH3:7])([c:8]1[cH:9][c:10]([C:14]2([c:19]3[cH:20][cH:21][cH:22][cH:23][cH:24]3)[O:15][CH2:16][CH2:17][O:18]2)[cH:11][cH:12][cH:13]1)[CH3:29]. The reactants are C(C)OC(CSC1=CN=C(S1)NC(=O)N([C@@H]1CC[C@H](CC1)C)C1CCCCCC1)=O ({2-[3-Cycloheptyl-3-(trans-4-methyl-cyclohexyl)-ureido]-thiazol-5-ylsulfanyl}-acetic acid ethyl ester), NC1=CN=CS1.C(C)OC(CS)=O (5-aminothiazole 2-mercaptoacetic acid ethyl ester), ( B ), C1(CCCCCC1)N[C@@H]1CC[C@H](CC1)C (cycloheptyl-(trans-4-methyl-cyclohexyl)-amine). Product: C1(CCCCCC1)N(C(NC=1SC(=CN1)SCC(=O)O)=O)[C@@H]1CC[C@H](CC1)C ({2-[3-Cycloheptyl-3-(trans-4-methyl-cyclohexyl)-ureido]-thiazol-5-ylsulfanyl}-acetic acid). As a reaction SMILES: C([O:3][C:4](=[O:30])[CH2:5][S:6][C:7]1[S:11][C:10]([NH:12][C:13]([N:15]([CH:23]2[CH2:29][CH2:28][CH2:27][CH2:26][CH2:25][CH2:24]2)[C@H:16]2[CH2:21][CH2:20][C@H:19]([CH3:22])[CH2:18][CH2:17]2)=[O:14])=[N:9][CH:8]=1)C.C1(N[C@H]2CC[C@H](C)CC2)CCCCCC1.NC1SC=NC=1.C(OC(=O)CS)C>>[CH:23]1([N:15]([C@H:16]2[CH2:21][CH2:20][C@H:19]([CH3:22])[CH2:18][CH2:17]2)[C:13](=[O:14])[NH:12][C:10]2[S:11][C:7]([S:6][CH2:5][C:4]([OH:30])=[O:3])=[CH:8][N:9]=2)[CH2:24][CH2:25][CH2:26][CH2:27][CH2:28][CH2:29]1 |f:2.3|. Reported procedure: {2-[3-Cycloheptyl-3-(trans-4-methyl-cyclohexyl)-ureido]-thiazol-5-ylsulfanyl}-acetic acid ethyl ester prepared as described in general procedures (A) and (B) using cycloheptyl-(trans-4-methyl-cyclohexyl)-amine and 5-aminothiazole-2-mercaptoacetic acid ethyl ester. Hydrolysis using general procedure (F) gave the title compound.